The task is: describe an organic reaction: reactants, conditions, products, and yield. This data is from the Open Reaction Database (ORD), a public repository of structured organic reaction records. Starting materials: crude product, OC([C@H](N)C(=O)N(C)C)(C)C (3-hydroxy-N,N-dimethyl-L-valinamide), S=C1NC(SC1)=O (4-thioxothiazolidin-2-one). The solvent is C(C)O (ethanol). Reaction conditions: time 8 hour. Product: OC([C@H](NC1=NC(SC1)=O)C(=O)N(C)C)(C)C (3-hydroxy-N,N-dimethyl-N2-(2-oxo-2,5-dihydro-1,3-thiazol-4-yl)-L-valinamide). As a reaction SMILES: [OH:1][C:2]([CH3:11])([CH3:10])[C@@H:3]([C:5]([N:7]([CH3:9])[CH3:8])=[O:6])[NH2:4].S=[C:13]1[CH2:17][S:16][C:15](=[O:18])[NH:14]1>C(O)C>[OH:1][C:2]([CH3:11])([CH3:10])[C@@H:3]([C:5]([N:7]([CH3:9])[CH3:8])=[O:6])[NH:4][C:13]1[CH2:17][S:16][C:15](=[O:18])[N:14]=1. Procedure: To a solution of the crude product containing 3-hydroxy-N,N-dimethyl-L-valinamide obtained in C) in ethanol (5 mL) was added 4-thioxothiazolidin-2-one (380 mg) at room temperature. The reaction mixture was stirred at room temperature overnight, The solvent was evaporated under reduced pressure. The residue was purified by silica gel column chromatography (NH, ethyl acetate/hexane) to give the title compound (300 mg). The reactants are CC1=CC=2OC(CC(C2C(O1)=O)=O)C(C)C (2,3-dihydro-7-methyl-2-(1-methylethyl)-4H, 5H-pyrano[4,3-b]pyran-4,5-dione), [F-].[Cs+] (cesium fluoride), CC(C)(C)O (2-methyl-2-propanol), Cl (hydrochloric acid). Solvent: C(C)(C)(C)OC (methyl t-butyl ether). Conditions: time 2 hour. Yields the product OC1=C(C(OC(=C1)C)=O)C(C=CC(C)C)=O (4-hydroxy-6-methyl-3-(4-methyl-2-pentenoyl)-2-pyrone). The yield is 79.6%. As a reaction SMILES: [CH3:1][C:2]1[O:11][C:10](=[O:12])[C:9]2[C:8](=[O:13])[CH2:7][CH:6]([CH:14]([CH3:16])[CH3:15])[O:5][C:4]=2[CH:3]=1.[F-].[Cs+].CC(O)(C)C.Cl>C(OC)(C)(C)C>[OH:5][C:4]1[CH:3]=[C:2]([CH3:1])[O:11][C:10](=[O:12])[C:9]=1[C:8](=[O:13])[CH:7]=[CH:6][CH:14]([CH3:15])[CH3:16] |f:1.2|. Reported procedure: A mixture of 108 mg of 2,3-dihydro-7-methyl-2-(1-methylethyl)-4H, 5H-pyrano[4,3-b]pyran-4,5-dione, 200 mg of cesium fluoride and 5m1 of 2-methyl-2-propanol was stirred for 2 hours under reflux-heating. After that, methyl t-butyl ether and 3% hydrochloric acid were added to the reaction mixture. The separated organic layer was washed with saturated brine once, dried over anhydrous magnesium sulfate and concentrated under reduced pressure to give 86 mg of 4-hydroxy-6-methyl-3-(4-methyl-2-pentenoyl... The reactants are CC(=O)[O-], CC(=O)[O-], O=C([O-])O, CCC(O)(C=Cc1ccc(C(CC)(CC)c2ccc(B3OC(C)(C)C(C)(C)O3)c(C)c2)cc1C)CC, COC(=O)Cc1ccc(OC)c(Br)c1, Cc1ccccc1, COc1cccc(OC)c1-c1ccccc1P(C1CCCCC1)C1CCCCC1, [K+], [K+], [K+], [Na+], O, O=P([O-])([O-])[O-], [Pd+2]. The product is CCC(O)(C=Cc1ccc(C(CC)(CC)c2ccc(-c3cc(CC(=O)OC)ccc3OC)c(C)c2)cc1C)CC. As a reaction SMILES: [C:100]([O-:101])(=[O:102])[CH3:103].[C:105]([O-:106])(=[O:107])[CH3:108].[C:88](=[O:89])([OH:90])[O-:91].[CH2:52]([CH3:53])[C:54]([CH:55]=[CH:56][c:57]1[c:58]([CH3:84])[cH:59][c:60]([C:63]([CH2:64][CH3:65])([c:66]2[cH:67][c:68]([CH3:81])[c:69]([B:72]3[O:73][C:74]([CH3:75])([CH3:76])[C:77]([CH3:78])([CH3:79])[O:80]3)[cH:70][cH:71]2)[CH2:82][CH3:83])[cH:61][cH:62]1)([CH2:85][CH3:86])[OH:87].[CH3:1][O:2][C:3]([CH2:4][c:5]1[cH:6][c:7]([Br:13])[c:8]([O:11][CH3:12])[cH:9][cH:10]1)=[O:14].[CH3:93][c:94]1[cH:95][cH:96][cH:97][cH:98][cH:99]1.[CH:15]1([P:16]([CH:17]2[CH2:18][CH2:19][CH2:20][CH2:21][CH2:22]2)[c:23]2[cH:24][cH:25][cH:26][cH:27][c:28]2-[c:29]2[c:30]([O:31][CH3:32])[cH:33][cH:34][cH:35][c:36]2[O:37][CH3:38])[CH2:39][CH2:40][CH2:41][CH2:42][CH2:43]1.[K+:49].[K+:50].[K+:51].[Na+:92].[OH2:109].[P:44]([O-:45])([O-:46])([O-:47])=[O:48].[Pd+2:104]>>[CH3:1][O:2][C:3]([CH2:4][c:5]1[cH:6][c:7](-[c:69]2[c:68]([CH3:81])[cH:67][c:66]([C:63]([c:60]3[cH:59][c:58]([CH3:84])[c:57]([CH:56]=[CH:55][C:54]([CH2:52][CH3:53])([CH2:85][CH3:86])[OH:87])[cH:62][cH:61]3)([CH2:64][CH3:65])[CH2:82][CH3:83])[cH:71][cH:70]2)[c:8]([O:11][CH3:12])[cH:9][cH:10]1)=[O:14]. Reactants: FC(C1=C(C=O)C=CC=C1)(F)F (2-trifluoromethylbenzaldehyde), C(C)OC(CC(=O)COCC)=O (γ-ethoxyacetoacetic acid ethyl ester), C(C)OC(\C=C(\C)/N)=O (β-aminocrotonic acid ethyl ester). The solvent is C(C)O (ethanol). Product: C(C)OC(=O)C1=C(NC(=C(C1C1=C(C=CC=C1)C(F)(F)F)C(=O)OCC)C)COCC (2-ethoxymethyl-6-methyl-4-(2'-trifluoromethylphenyl)-1,4-dihydropyridine-3,5-dicarboxylic acid diethyl ester). Yield: 55.0%. RXN SMILES: [F:1][C:2]([F:12])([F:11])[C:3]1[CH:10]=[CH:9][CH:8]=[CH:7][C:4]=1[CH:5]=O.[CH2:13]([O:15][C:16](=[O:24])[CH2:17][C:18]([CH2:20][O:21][CH2:22][CH3:23])=O)[CH3:14].[CH2:25]([O:27][C:28](=[O:33])/[CH:29]=[C:30](\[NH2:32])/[CH3:31])[CH3:26]>C(O)C>[CH2:13]([O:15][C:16]([C:17]1[CH:5]([C:4]2[CH:7]=[CH:8][CH:9]=[CH:10][C:3]=2[C:2]([F:12])([F:11])[F:1])[C:29]([C:28]([O:27][CH2:25][CH3:26])=[O:33])=[C:30]([CH3:31])[NH:32][C:18]=1[CH2:20][O:21][CH2:22][CH3:23])=[O:24])[CH3:14]. Procedure details: 7.4 g of 2-trifluoromethylbenzaldehyde, 17.4 g of γ-ethoxyacetoacetic acid ethyl ester and 13 g of β-aminocrotonic acid ethyl ester in 80 ml of ethanol are heated under reflux overnight, the mixture is cooled and 2-ethoxymethyl-6-methyl-4-(2'-trifluoromethylphenyl)-1,4-dihydropyridine-3,5-dicarboxylic acid diethyl ester is obtained in the form of white-yellow crystals of melting point 112° C, in a yield of 55% of theory. RXN SMILES: [CH2:1]([O:3][C:4](=[O:31])[CH2:5][N:6]([CH2:17][C:18]([N:20]([N:22]1[CH2:30][C:29]2[C:24](=[CH:25][CH:26]=[CH:27][CH:28]=2)[CH2:23]1)[CH3:21])=[O:19])[C:7]1[CH:8]=[C:9]2[C:13](=[CH:14][C:15]=1[CH3:16])[NH:12][N:11]=[CH:10]2)[CH3:2].FC(F)(F)S(O[CH2:38][CH:39]([F:41])[F:40])(=O)=O>>[CH2:1]([O:3][C:4](=[O:31])[CH2:5][N:6]([C:7]1[CH:8]=[C:9]2[C:13](=[CH:14][C:15]=1[CH3:16])[N:12]([CH2:38][CH:39]([F:41])[F:40])[N:11]=[CH:10]2)[CH2:17][C:18]([N:20]([N:22]1[CH2:23][C:24]2[C:29](=[CH:28][CH:27]=[CH:26][CH:25]=2)[CH2:30]1)[CH3:21])=[O:19])[CH3:2]. Yield: 70.3%. Procedure details: Using the compound (767 mg, 1.82 mmol) of Example 241, step B and 2,2-difluoroethyl trifluoromethanesulfonate (534 mg, 2.49 mmol), and according to the method of Example 241, step C, the title compound (621 mg, yield 70%) was obtained as a colorless amorphous solid. Starting materials: C(C)OC(CN(C=1C=C2C=NNC2=CC1C)CC(=O)N(C)N1CC2=CC=CC=C2C1)=O (N-{2-[1,3-dihydro-2H-isoindol-2-yl(methyl)amino]-2-oxoethyl}-N-(6-methyl-1H-indazol-5-yl)glycine ethyl ester), FC(S(=O)(=O)OCC(F)F)(F)F (2,2-difluoroethyl trifluoromethanesulfonate). The product is C(C)OC(CN(CC(=O)N(C)N1CC2=CC=CC=C2C1)C=1C=C2C=NN(C2=CC1C)CC(F)F)=O (N-[1-(2,2-difluoroethyl)-6-methyl-1H-indazol-5-yl]-N-{2-[1,3-dihydro-2H-isoindol-2-yl(methyl)amino]-2-oxoethyl}glycine ethyl ester). The reactants are CN(C)CCN(C)C, Cc1ccccc1, Cc1cnc(N2CCC(C3CCN(c4cc(C)nc(Cl)n4)CC3)CC2)cn1, N#C[K], CC(=O)[O-], CC(=O)[O-], [Pd+2]. Product: Cc1cnc(N2CCC(C3CCN(c4cc(C)nc(C#N)n4)CC3)CC2)cn1. RXN SMILES: [CH3:28][N:29]([CH3:30])[CH2:31][CH2:32][N:33]([CH3:34])[CH3:35].[CH3:48][c:49]1[cH:50][cH:51][cH:52][cH:53][cH:54]1.[Cl:1][c:2]1[n:3][c:4]([CH3:27])[cH:5][c:6]([N:8]2[CH2:9][CH2:10][CH:11]([CH:14]3[CH2:15][CH2:16][N:17]([c:20]4[n:21][cH:22][c:23]([CH3:26])[n:24][cH:25]4)[CH2:18][CH2:19]3)[CH2:12][CH2:13]2)[n:7]1.[K:36][C:37]#[N:38].[O-:40][C:41]([CH3:42])=[O:43].[O-:44][C:45]([CH3:46])=[O:47].[Pd+2:39]>>[c:2]1([C:28]#[N:29])[n:3][c:4]([CH3:27])[cH:5][c:6]([N:8]2[CH2:9][CH2:10][CH:11]([CH:14]3[CH2:15][CH2:16][N:17]([c:20]4[n:21][cH:22][c:23]([CH3:26])[n:24][cH:25]4)[CH2:18][CH2:19]3)[CH2:12][CH2:13]2)[n:7]1. Starting materials: C(C1=CC=CC=C1)OC1=C(OC=CC1=O)C (3-Benzyloxy-2-methyl-4-pyrone), NCCCCCCCCN (1,8-diaminooctane), [OH-].[Na+] (sodium hydroxide), Cl (hydrochloric acid), Cl (hydrochloric acid). Reagents/catalysts: [Pd] (Palladium/carbon). Run in CO (methanol), CO (methanol). Yields the product OC1=C(N(C=CC1=O)CCCCCCCCN1C(=C(C(C=C1)=O)O)C)C (1,8-di-(3-hydroxy-2-methyl-4-oxopyrid-1-yl)octane). Reaction SMILES: C([O:8][C:9]1[C:14](=[O:15])[CH:13]=[CH:12]O[C:10]=1[CH3:16])C1C=CC=CC=1.[NH2:17][CH2:18][CH2:19][CH2:20][CH2:21][CH2:22][CH2:23][CH2:24][CH2:25][NH2:26].[OH-:27].[Na+].Cl>[Pd].CO>[OH:27][C:14]1[C:9](=[O:8])[CH:10]=[CH:16][N:17]([CH2:18][CH2:19][CH2:20][CH2:21][CH2:22][CH2:23][CH2:24][CH2:25][N:26]2[CH:12]=[CH:13][C:14](=[O:15])[C:9]([OH:8])=[C:10]2[CH3:16])[C:13]=1[CH3:12] |f:2.3|. Procedure: 3-Benzyloxy-2-methyl-4-pyrone (0.066 moles) and 1,8-diaminooctane (0.022 moles) are mixed in 2:1 v/v aqueous methanol (300 ml), solid sodium hydroxide (2 g) is added, and the mixture is heated on a steam bath for 5 hours. The mixture is allowed to cool and an aliquot is taken, acidified to pH 2 with concentrated hydrochloric acid and the solvent removed on the rotary evaporator to give a solid residue. This residue is checked for completion of the reaction through its n.m.r. spectrum, the presen...